This data is from the Open Reaction Database (ORD), a public repository of structured organic reaction records. The task is: describe an organic reaction: reactants, conditions, products, and yield Starting materials: CC(=O)OCCCn1cc(C2=C(c3ccccc3[N+](=O)[O-])C(=O)OC2=O)c2ccccc21, C[Si](C)(C)N[Si](C)(C)C, CO, CN([SiH](C)C)[Si](C)(C)C, ClC(Cl)Cl. The product is CC(=O)OCCCn1cc(C2=C(c3ccccc3[N+](=O)[O-])C(=O)NC2=O)c2ccccc21. As a reaction SMILES: [C:1]([CH3:2])(=[O:3])[O:4][CH2:5][CH2:6][CH2:7][n:8]1[cH:9][c:10]([C:17]2=[C:21]([c:22]3[c:23]([N+:28](=[O:29])[O-:30])[cH:24][cH:25][cH:26][cH:27]3)[C:20](=[O:31])[O:19][C:18]2=[O:32])[c:11]2[cH:12][cH:13][cH:14][cH:15][c:16]12.[CH3:33][Si:34]([NH:35][Si:38]([CH3:39])([CH3:40])[CH3:41])([CH3:36])[CH3:37].[CH3:42][OH:43].[CH3:44][SiH:45]([CH3:46])[N:47]([CH3:48])[Si:49]([CH3:50])([CH3:51])[CH3:52].[CH:53]([Cl:54])([Cl:55])[Cl:56]>>[C:1]([CH3:2])(=[O:3])[O:4][CH2:5][CH2:6][CH2:7][n:8]1[cH:9][c:10]([C:17]2=[C:21]([c:22]3[c:23]([N+:28](=[O:29])[O-:30])[cH:24][cH:25][cH:26][cH:27]3)[C:20](=[O:31])[NH:35][C:18]2=[O:32])[c:11]2[cH:12][cH:13][cH:14][cH:15][c:16]12. Reactants: N1(CCNCC1)C(=O)OC(C)(C)C (tert-Butyl 1-piperazinecarboxylate), NaB(OAc)3, FC1=C(C=CC(=C1)CCOC1=CC=C(C=C1)C(F)(F)F)C1OCCO1 (2-(2-fluoro-4-{2-[4-(trifluoromethyl)phenoxy]-ethyl}phenyl)-1,3-dioxolane), Cl (HCl), C(=O)(O)[O-].[Na+] (NaHCO3), resultant mixture, resultant mixture. Run in C(Cl)Cl (CH2Cl2), C1CCOC1 (THF). Product: FC1=C(CN2CCN(CC2)C(=O)OC(C)(C)C)C=CC(=C1)CCOC1=CC=C(C=C1)C(F)(F)F (tert-butyl 4-(2-fluoro-4-{2-[4-(trifluoromethyl)phenoxy]ethyl}benzyl)piperazine-1-carboxylate). Isolated yield 68.4%. RXN SMILES: [F:1][C:2]1[CH:7]=[C:6]([CH2:8][CH2:9][O:10][C:11]2[CH:16]=[CH:15][C:14]([C:17]([F:20])([F:19])[F:18])=[CH:13][CH:12]=2)[CH:5]=[CH:4][C:3]=1[CH:21]1OCCO1.Cl.[N:27]1([C:33]([O:35][C:36]([CH3:39])([CH3:38])[CH3:37])=[O:34])[CH2:32][CH2:31][NH:30][CH2:29][CH2:28]1.C([O-])(O)=O.[Na+]>C(Cl)Cl.C1COCC1>[F:1][C:2]1[CH:7]=[C:6]([CH2:8][CH2:9][O:10][C:11]2[CH:16]=[CH:15][C:14]([C:17]([F:18])([F:19])[F:20])=[CH:13][CH:12]=2)[CH:5]=[CH:4][C:3]=1[CH2:21][N:30]1[CH2:31][CH2:32][N:27]([C:33]([O:35][C:36]([CH3:39])([CH3:38])[CH3:37])=[O:34])[CH2:28][CH2:29]1 |f:3.4|. Procedure: To a THF (10 mL) solution of 2-(2-fluoro-4-{2-[4-(trifluoromethyl)phenoxy]-ethyl}phenyl)-1,3-dioxolane (0.552 g) was added 6 M HCl (0.775 mL) at 0° C., then the resultant mixture was room temperature for 5 hours. The reaction mixture was evaporated to afford a pale yellow oil. To a CH2Cl2 (15 mL) solution of that pale yellow oil and tert-Butyl 1-piperazinecarboxylate (0.375 g) were added NaB(OAc)3 (0.657 g) at 0° C. The resultant mixture was stirred at room temperature for 3 days. To the reactio... Yields the product C(CCC)N1C(N(C(C=2NC(=NC12)CC1=CC=C(C=C1)NS(=O)(=O)C1=C(C=CC=C1)Cl)=O)CC1=C(C=CC=C1)F)=O (N-{4-[3-Butyl-1-(2-fluoro-benzyl)-2,6-dioxo-2,3,6,7-tetrahydro-1H-purin-8-ylmethyl]-phenyl}-2-chloro-benzenesulfonamide). RXN SMILES: [NH2:1][C:2]1[CH:31]=[CH:30][C:5]([CH2:6][C:7]2[NH:15][C:14]3[C:13](=[O:16])[N:12]([CH2:17][C:18]4[CH:23]=[CH:22][CH:21]=[CH:20][C:19]=4[F:24])[C:11](=[O:25])[N:10]([CH2:26][CH2:27][CH2:28][CH3:29])[C:9]=3[N:8]=2)=[CH:4][CH:3]=1.[Cl:32][C:33]1[CH:38]=[CH:37][CH:36]=[CH:35][C:34]=1[S:39](Cl)(=[O:41])=[O:40]>>[CH2:26]([N:10]1[C:9]2[N:8]=[C:7]([CH2:6][C:5]3[CH:4]=[CH:3][C:2]([NH:1][S:39]([C:34]4[CH:35]=[CH:36][CH:37]=[CH:38][C:33]=4[Cl:32])(=[O:41])=[O:40])=[CH:31][CH:30]=3)[NH:15][C:14]=2[C:13](=[O:16])[N:12]([CH2:17][C:18]2[CH:23]=[CH:22][CH:21]=[CH:20][C:19]=2[F:24])[C:11]1=[O:25])[CH2:27][CH2:28][CH3:29]. Reported procedure: Prepared from 8-(4-amino-benzyl)-3-butyl-1-(2-fluoro-benzyl)-3,7-dihydro-purine-2,6-dione and 2-chloro-benzenesulfonyl chloride. Purity (ELSD, based on MW=596.1)=70%. Reactants: NC1=CC=C(CC2=NC=3N(C(N(C(C3N2)=O)CC2=C(C=CC=C2)F)=O)CCCC)C=C1 (8-(4-amino-benzyl)-3-butyl-1-(2-fluoro-benzyl)-3,7-dihydro-purine-2,6-dione), ClC1=C(C=CC=C1)S(=O)(=O)Cl (2-chloro-benzenesulfonyl chloride). Reported procedure: To a solution of 8-t-butyl-3-aminoethyl-1-oxaspiro(4,5)decane hydrochloride (1.10 g, 4 mmol) in methanol (15 ml) was added sodium methylate (4 ml, 1N in methanol), cyclohexanone (0.41 g, 4.2 mmol) zinc chloride (0.32 g, 2.5 mmol) and sodium cyanoborohydride (0.32 g, 5 mmol). The reaction mixture was stirred at room temperature over night. The solvent was removed in vacuo and the residue was taken up in toluene (50 ml)/sat. aqueous sodium carbonate (50 ml). Drying and evaporation of the organic l... The product is C(C)(C)(C)C1CCC2(CC(CO2)CCNC2CCCCC2)CC1 (8-t-Butyl-3-cyclohexylaminoethyl-1-oxaspiro(4,5)decane). The reactants are Cl.C(C)(C)(C)C1CCC2(CC(CO2)CCN)CC1 (8-t-butyl-3-aminoethyl-1-oxaspiro(4,5)decane hydrochloride), C[O-].[Na+] (sodium methylate), C1(CCCCC1)=O (cyclohexanone), C(#N)[BH3-].[Na+] (sodium cyanoborohydride). RXN SMILES: Cl.[C:2]([CH:6]1[CH2:18][CH2:17][C:9]2([O:13][CH2:12][CH:11]([CH2:14][CH2:15][NH2:16])[CH2:10]2)[CH2:8][CH2:7]1)([CH3:5])([CH3:4])[CH3:3].C[O-].[Na+].[C:22]1(=O)[CH2:27][CH2:26][CH2:25][CH2:24][CH2:23]1.C([BH3-])#N.[Na+]>CO>[C:2]([CH:6]1[CH2:18][CH2:17][C:9]2([O:13][CH2:12][CH:11]([CH2:14][CH2:15][NH:16][CH:22]3[CH2:27][CH2:26][CH2:25][CH2:24][CH2:23]3)[CH2:10]2)[CH2:8][CH2:7]1)([CH3:5])([CH3:3])[CH3:4] |f:0.1,2.3,5.6|. Run in CO (methanol). Isolated yield 101.1%. Starting materials: Cl, O=C(C1CCCCC1)N1CCC(NCC(O)C2COc3ccccc3O2)CC1. Yields the product CC1CCCC1C(=O)N1CCC(NCC(O)C2COc3ccccc3O2)CC1. Reaction SMILES: [ClH:29].[O:1]1[CH:2]([CH:11]([CH2:12][NH:13][CH:14]2[CH2:15][CH2:16][N:17]([C:20](=[O:21])[CH:22]3[CH2:23][CH2:24][CH2:25][CH2:26][CH2:27]3)[CH2:18][CH2:19]2)[OH:28])[CH2:3][O:4][c:5]2[c:6]1[cH:7][cH:8][cH:9][cH:10]2>>[O:1]1[CH:2]([CH:11]([CH2:12][NH:13][CH:14]2[CH2:15][CH2:16][N:17]([C:20](=[O:21])[CH:22]3[CH:24]([CH3:23])[CH2:25][CH2:26][CH2:27]3)[CH2:18][CH2:19]2)[OH:28])[CH2:3][O:4][c:5]2[c:6]1[cH:7][cH:8][cH:9][cH:10]2. Starting materials: CC1NCCC1 (2-methylpyrrolidine), ethyl acetate hexanes, ice, ClC1=NC(=CC(=N1)Cl)Cl (2,4,6-trichloropyrimidine), C(=O)(O)[O-].[Na+] (NaHCO3). Solvent: O (water), CO (MeOH). Conditions: temperature 25 celsius, time 8 hour. The product is ClC1=NC(=NC(=C1)Cl)N1C(CCC1)C (4,6-dichloro-2-(2-methyl-pyrrolidin-1-yl)-pyrimidine). As a reaction SMILES: Cl[C:2]1[N:7]=[C:6]([Cl:8])[CH:5]=[C:4]([Cl:9])[N:3]=1.C([O-])(O)=O.[Na+].[CH3:15][CH:16]1[CH2:20][CH2:19][CH2:18][NH:17]1>CO.O>[Cl:9][C:4]1[CH:5]=[C:6]([Cl:8])[N:7]=[C:2]([N:17]2[CH2:18][CH2:19][CH2:20][CH:16]2[CH3:15])[N:3]=1 |f:1.2|. Procedure: To an ice-cold solution containing 2,4,6-trichloropyrimidine (8 g, 44 mmol) in MeOH (80 mL) and NaHCO3 (10 g) add slowly and dropwise a methanolic solution (20 mL) of 2-methylpyrrolidine (46 mmol). Allow the mixture to warm to 25° C. and stir overnight. Dilute with water, vigorously stir for 1 hour, and filter to give white crystalline solid as a mixture of regioisomers. Chromatograph the mixture using flash column chromatography (ethyl acetate/hexanes eluent systems) to give 4,6-dichloro-2-(2-m...